From a dataset of the Open Reaction Database (ORD), a public repository of structured organic reaction records. describe an organic reaction: reactants, conditions, products, and yield Starting materials: O1CCOC1C=2C=CC=C(SC)C2. The reagents and catalysts are N=1C=CC(=CC1C=2N=CC=C(C2)C)C, O1B(OC(C)(C)C1(C)C)B2OC(C)(C)C(O2)(C)C, C[OH2+].C[OH2+].C1CC=CCCC=C1.C1CC=CCCC=C1.[Ir].[Ir]. The solvent is C=1C=C(C=CC1C)C. Conditions: temperature 55 celsius, time 24 hour. Product: O1B(OC(C)(C)C1(C)C)C2=CC(SC)=CC(=C2)C3OCCO3. The yield is 92.0%. Procedure details: dtbpy: A mixture of ortho- and meta-borylated products (148 mg, 92% yield, ortho/meta + para = <0.01); meta-Isomer 5r was obtained by further purification by GPC (125 mg, 78% yield), white solid (mp. 52-54 oC)